Dataset: the Open Reaction Database (ORD), a public repository of structured organic reaction records. Task: describe an organic reaction: reactants, conditions, products, and yield Reaction SMILES: [H-:9].[I:11][CH2:12][CH2:13][CH2:14][CH2:15][c:16]1[cH:17][cH:18][c:19]([O:20][CH2:21][c:22]2[n:23][c:24]([CH:27]=[CH:28][c:29]3[cH:30][cH:31][c:32]([Br:35])[cH:33][cH:34]3)[o:25][cH:26]2)[cH:36][cH:37]1.[Na+:10].[O:39]=[CH:40][N:41]([CH3:42])[CH3:43].[OH2:38].[nH:1]1[c:2]([CH2:6][CH2:7][OH:8])[n:3][cH:4][cH:5]1>>[n:1]1([CH2:12][CH2:13][CH2:14][CH2:15][c:16]2[cH:17][cH:18][c:19]([O:20][CH2:21][c:22]3[n:23][c:24]([CH:27]=[CH:28][c:29]4[cH:30][cH:31][c:32]([Br:35])[cH:33][cH:34]4)[o:25][cH:26]3)[cH:36][cH:37]2)[c:2]([CH2:6][CH2:7][OH:8])[n:3][cH:4][cH:5]1. Reactants: [H-], Brc1ccc(C=Cc2nc(COc3ccc(CCCCI)cc3)co2)cc1, [Na+], CN(C)C=O, O, OCCc1ncc[nH]1. Product: OCCc1nccn1CCCCc1ccc(OCc2coc(C=Cc3ccc(Br)cc3)n2)cc1. As a reaction SMILES: [CH3:1][O:2][C:3]1[CH:4]=[C:5]([C:9]2([C:21]3[CH:26]=[CH:25][CH:24]=[C:23]([O:27][CH3:28])[CH:22]=3)[O:13][C:12]3[CH:14]=[CH:15][C:16]([C:18]([OH:20])=O)=[CH:17][C:11]=3[O:10]2)[CH:6]=[CH:7][CH:8]=1.[NH:29]1[CH2:34][CH2:33][CH2:32][CH2:31][CH2:30]1>>[CH3:1][O:2][C:3]1[CH:4]=[C:5]([C:9]2([C:21]3[CH:26]=[CH:25][CH:24]=[C:23]([O:27][CH3:28])[CH:22]=3)[O:13][C:12]3[CH:14]=[CH:15][C:16]([C:18]([N:29]4[CH2:34][CH2:33][CH2:32][CH2:31][CH2:30]4)=[O:20])=[CH:17][C:11]=3[O:10]2)[CH:6]=[CH:7][CH:8]=1. Reactants: COC=1C=C(C=CC1)C1(OC2=C(O1)C=CC(=C2)C(=O)O)C2=CC(=CC=C2)OC (2,2-bis-(3-methoxy-phenyl)-benzo[1,3]dioxole-5-carboxylic acid), N1CCCCC1 (piperidine). The product is COC=1C=C(C=CC1)C1(OC2=C(O1)C=CC(=C2)C(=O)N2CCCCC2)C2=CC(=CC=C2)OC ([2,2-bis-(3-methoxy-phenyl)-benzo[1,3]dioxol-5-yl]-piperidin-1-yl-methanone). Procedure details: This compound was prepared from 2,2-bis-(3-methoxy-phenyl)-benzo[1,3]dioxole-5-carboxylic acid and piperidine according to Example 269f; waxy solid, MS: m/e=446 ([M+H]+]. Starting materials: B, CC(C)(C)OC(=O)N1CCN(C(=O)C(F)(F)F)CC1, C1CCOC1, CSC, CO, O. Yields the product CC(C)(C)OC(=O)N1CCN(CC(F)(F)F)CC1. Reaction SMILES: [BH3:23].[C:1]([CH3:2])([CH3:3])([CH3:4])[O:5][C:6](=[O:7])[N:8]1[CH2:9][CH2:10][N:11]([C:14]([C:15]([F:16])([F:17])[F:18])=[O:19])[CH2:12][CH2:13]1.[CH2:27]1[O:28][CH2:29][CH2:30][CH2:31]1.[CH3:20][S:21][CH3:22].[CH3:24][OH:25].[OH2:26]>>[C:1]([CH3:2])([CH3:3])([CH3:4])[O:5][C:6](=[O:7])[N:8]1[CH2:9][CH2:10][N:11]([CH2:14][C:15]([F:16])([F:17])[F:18])[CH2:12][CH2:13]1. The reactants are ClCCS(=O)(=O)Cl (2-Chloroethanesulfonyl chloride), NCC1=NC(=C2N=CN(C2=N1)[C@H]1[C@@H]([C@@H]([C@H](O1)C(=O)NCC)O)O)NCC(C1=CC=CC=C1)C1=CC=CC=C1 ((2S,3S,4R,5R)-5-{2-(aminomethyl)-6-[(2,2-diphenylethyl)amino]-9H-purin-9-yl}-N-ethyl-3,4-dihydroxytetrahydro-2-furancarboxamide), N1CCCCC1 (Piperidine). Solvent: N1=CC=CC=C1 (pyridine), C(C)#N (acetonitrile), C(C)(=O)OCC (ethyl acetate). Reaction conditions: time 1 hour. The product is C1(=CC=CC=C1)C(CNC1=C2N=CN(C2=NC(=N1)CNS(=O)(=O)CCN1CCCCC1)[C@H]1[C@@H]([C@@H]([C@H](O1)C(=O)NCC)O)O)C1=CC=CC=C1 ((2S,3S,4R,5R)-5-{6-[(2,2-Diphenylethyl)amino]-2-[({[2-(1-piperidinyl)ethyl]sulfonyl}amino)methyl]-9H-purin-9-yl}-N-ethyl-3,4-dihydroxytetrahydro-2-furancarboxamide). Isolated yield 2.6%. As a reaction SMILES: Cl[CH2:2][CH2:3][S:4](Cl)(=[O:6])=[O:5].[NH2:8][CH2:9][C:10]1[N:18]=[C:17]2[C:13]([N:14]=[CH:15][N:16]2[C@@H:19]2[O:23][C@H:22]([C:24]([NH:26][CH2:27][CH3:28])=[O:25])[C@@H:21]([OH:29])[C@H:20]2[OH:30])=[C:12]([NH:31][CH2:32][CH:33]([C:40]2[CH:45]=[CH:44][CH:43]=[CH:42][CH:41]=2)[C:34]2[CH:39]=[CH:38][CH:37]=[CH:36][CH:35]=2)[N:11]=1.[NH:46]1[CH2:51][CH2:50][CH2:49][CH2:48][CH2:47]1>N1C=CC=CC=1.C(#N)C.C(OCC)(=O)C>[C:40]1([CH:33]([C:34]2[CH:35]=[CH:36][CH:37]=[CH:38][CH:39]=2)[CH2:32][NH:31][C:12]2[N:11]=[C:10]([CH2:9][NH:8][S:4]([CH2:3][CH2:2][N:46]3[CH2:51][CH2:50][CH2:49][CH2:48][CH2:47]3)(=[O:6])=[O:5])[N:18]=[C:17]3[C:13]=2[N:14]=[CH:15][N:16]3[C@@H:19]2[O:23][C@H:22]([C:24]([NH:26][CH2:27][CH3:28])=[O:25])[C@@H:21]([OH:29])[C@H:20]2[OH:30])[CH:45]=[CH:44][CH:43]=[CH:42][CH:41]=1. Reported procedure: 2-Chloroethanesulfonyl chloride (0.12 ml, 1.16 mmol) was added to a solution of (2S,3S,4R,5R)-5-{2-(aminomethyl)-6-[(2,2-diphenylethyl)amino]-9H-purin-9-yl}-N-ethyl-3,4-dihydroxytetrahydro-2-furancarboxamide (Preparation 27) (600 mg, 1.16 mmol) in a mixture of pyridine (2.5 ml ) and acetonitrile (10 ml). The reaction mixture was stirred for 1 hour at room temperature. Piperidine (1.0 ml, 10 mmol) was then added and the reaction mixture was heated under reflux for 16 hours. The reaction mixture w... Yields the product CC(C)NS(=O)(=O)c1cc(Br)c(N)c(Br)c1. Reaction SMILES: [CH3:14][CH:15]([CH3:16])[NH2:17].[NH2:1][c:2]1[c:3]([Br:13])[cH:4][c:5]([S:9](=[O:10])(=[O:11])[Cl:12])[cH:6][c:7]1[Br:8].[OH2:18]>>[NH2:1][c:2]1[c:3]([Br:13])[cH:4][c:5]([S:9](=[O:10])(=[O:11])[NH:17][CH:15]([CH3:14])[CH3:16])[cH:6][c:7]1[Br:8]. Starting materials: CC(C)N, Nc1c(Br)cc(S(=O)(=O)Cl)cc1Br, O. The reactants are C1(=CC=CC=C1)S (thiphenol), Cl.ClCC(CN(C1CCCCC1)C1CCCCC1)O ((3-chloro-2-hydroxy propyl) dicyclohexylamine hydrochloride), ethanolic solution. Solvent: C(C)O (ethanol), [Na] (sodium), C(C)O (ethanol). Product: Cl.OC(CN(C1CCCCC1)C1CCCCC1)CSC1=CC=CC=C1 (N-(2-hydroxy-3-phenylthio propyl) dicyclohexylamine hydrochloride). Yield: 63.0%. As a reaction SMILES: [C:1]1([SH:7])[CH:6]=[CH:5][CH:4]=[CH:3][CH:2]=1.Cl.[Cl:9][CH2:10][CH:11]([OH:26])[CH2:12][N:13]([CH:20]1[CH2:25][CH2:24][CH2:23][CH2:22][CH2:21]1)[CH:14]1[CH2:19][CH2:18][CH2:17][CH2:16][CH2:15]1>[Na].C(O)C>[ClH:9].[OH:26][CH:11]([CH2:10][S:7][C:1]1[CH:6]=[CH:5][CH:4]=[CH:3][CH:2]=1)[CH2:12][N:13]([CH:20]1[CH2:25][CH2:24][CH2:23][CH2:22][CH2:21]1)[CH:14]1[CH2:19][CH2:18][CH2:17][CH2:16][CH2:15]1 |f:1.2,5.6,^1:26|. Procedure: One mol of thiphenol is dissolved in a solution of 46 g of sodium of ethanol. To the resulting solution there is progressively added 1 mol of an ethanolic solution of (3-chloro-2-hydroxy propyl) dicyclohexylamine hydrochloride. This mixture is then heated for two hours at reflux. After cooling the same, the reaction mixture is filtered and the filtrate evaporated to dryness. The resulting oily residue is taken up in sulfuric ether, through which there is then bubbled gaseous HCl. A white precipi... The reactants are C(C)OC(CC1C2=C(B(O1)O)C=C(C=C2F)O)=O (ethyl-2-(4-fluoro-1,6-dihydroxy-1,3-dihydrobenzo[c][1,2]oxaborol-3-yl)acetate), C([O-])([O-])=O.[Cs+].[Cs+] (cesium carbonate), ClC1=NC=CN=C1 (2-chloropyrazine). The solvent is CN(C)C=O (DMF). Conditions: temperature 90 celsius. Product: C(C)OC(CC1C2=C(B(O1)O)C=C(C=C2F)OC2=NC=CN=C2)=O (Ethyl-2-(4-fluoro-1-hydroxy-6-(pyrazin-2-yloxy)-1,3-dihydrobenzo[c][1,2]oxaborol-3-yl)acetate). The yield is 75.3%. As a reaction SMILES: [CH2:1]([O:3][C:4](=[O:18])[CH2:5][CH:6]1[O:10][B:9]([OH:11])[C:8]2[CH:12]=[C:13]([OH:17])[CH:14]=[C:15]([F:16])[C:7]1=2)[CH3:2].C(=O)([O-])[O-].[Cs+].[Cs+].Cl[C:26]1[CH:31]=[N:30][CH:29]=[CH:28][N:27]=1>CN(C=O)C>[CH2:1]([O:3][C:4](=[O:18])[CH2:5][CH:6]1[O:10][B:9]([OH:11])[C:8]2[CH:12]=[C:13]([O:17][C:26]3[CH:31]=[N:30][CH:29]=[CH:28][N:27]=3)[CH:14]=[C:15]([F:16])[C:7]1=2)[CH3:2] |f:1.2.3|. Procedure: A mixture of ethyl-2-(4-fluoro-1,6-dihydroxy-1,3-dihydrobenzo[c][1,2]oxaborol-3-yl)acetate (0.25 g, 1.0 mmol), cesium carbonate (0.65 g, 2.0 mmol) and 2-chloropyrazine (0.17 g, 1.5 mmol) in DMF (3 mL) was heated to 90° C. for 3 hr. The reaction mixture was concentrated in vacuo and the residue was purified by column chromatography (EtOAc/PE=1/2) on silica gel to give the title compound as a light yellow solid (0.25 g, Yield: 76.7%). MS (ESI) m/z=333 [M+H]+.